This data is from the Open Reaction Database (ORD), a public repository of structured organic reaction records. The task is: describe an organic reaction: reactants, conditions, products, and yield Reactants: C(=O)(O)CN(C1=CC=C(C=C1)[N+](=O)[O-])S(=O)(=O)C (N-carboxymethyl-N-methylsulphonyl-4-nitroaniline), Cl.CNC (dimethylamine hydrochloride), CN(C)C(=[N+](C)C)ON1C2=C(C=CC=C2)N=N1.[B-](F)(F)(F)F (TBTU), C=1C=CC2=C(C1)N=NN2O (HOBT), C(C)N(C(C)C)C(C)C (N-ethyl-diisopropylamine). The solvent is CN(C=O)C (dimethylformamide), O (water). Conditions: time 4 hour. Yields the product CN(C(=O)CN(C1=CC=C(C=C1)[N+](=O)[O-])S(=O)(=O)C)C (N-(dimethylaminocarbonyl-methyl)-N-methylsulphonyl-4-nitroaniline). As a reaction SMILES: [C:1]([CH2:4][N:5]([S:15]([CH3:18])(=[O:17])=[O:16])[C:6]1[CH:11]=[CH:10][C:9]([N+:12]([O-:14])=[O:13])=[CH:8][CH:7]=1)([OH:3])=O.Cl.[CH3:20][NH:21][CH3:22].CN(C(ON1N=NC2C=CC=CC1=2)=[N+](C)C)C.[B-](F)(F)(F)F.C1C=CC2N(O)N=NC=2C=1.C(N(C(C)C)C(C)C)C>CN(C)C=O.O>[CH3:20][N:21]([CH3:22])[C:1]([CH2:4][N:5]([S:15]([CH3:18])(=[O:17])=[O:16])[C:6]1[CH:11]=[CH:10][C:9]([N+:12]([O-:14])=[O:13])=[CH:8][CH:7]=1)=[O:3] |f:1.2,3.4|. Reported procedure: 7.0 g of N-carboxymethyl-N-methylsulphonyl-4-nitroaniline, 2.5 g of dimethylamine hydrochloride, 8.1 g of TBTU and 3.9 g of HOBT are dissolved in 125 ml of dimethylformamide and at 0° C. 17.6 ml of N-ethyl-diisopropylamine are added. The mixture is stirred for 4 hours at ambient temperature, diluted with 1 l water and the precipitate formed is suction filtered. After washing with water, ethanol and ether the residue is dried at 70° C. in vacuo. Reactants: C(CCC)N1N=C(C(=C(C1=O)C=1NS(C2=C(N1)C=CC(=C2)O)(=O)=O)O)C(C)C (2-Butyl-5-hydroxy-4-(7-hydroxy-1,1-dioxo-1,2-dihydro-1λ6-benzo[1,2,4]thiadiazin-3-yl)-6-isopropyl-2H-pyridazin-3-one), BrCC(=O)N (2-Bromo-acetamide), C(=O)([O-])[O-].[K+].[K+] (K2CO3). Solvent: CN(C)C=O (DMF). Reaction conditions: temperature 80 celsius. Product: C(CCC)N1N=C(C(=C(C1=O)C=1NS(C2=C(N1)C=CC(=C2)OCC(=O)N)(=O)=O)O)C(C)C (2-[3-(2-Butyl-5-hydroxy-6-isopropyl-3-oxo-2,3-dihydro-pyridazin-4-yl)-1,1-dioxo-1,2-dihydro-1λ6-benzo[1,2,4]thiadiazin-7-yloxy]-acetamide). Yield: 49.2%. RXN SMILES: [CH2:1]([N:5]1[C:10](=[O:11])[C:9]([C:12]2[NH:13][S:14](=[O:24])(=[O:23])[C:15]3[CH:21]=[C:20]([OH:22])[CH:19]=[CH:18][C:16]=3[N:17]=2)=[C:8]([OH:25])[C:7]([CH:26]([CH3:28])[CH3:27])=[N:6]1)[CH2:2][CH2:3][CH3:4].Br[CH2:30][C:31]([NH2:33])=[O:32].C([O-])([O-])=O.[K+].[K+]>CN(C=O)C>[CH2:1]([N:5]1[C:10](=[O:11])[C:9]([C:12]2[NH:13][S:14](=[O:24])(=[O:23])[C:15]3[CH:21]=[C:20]([O:22][CH2:30][C:31]([NH2:33])=[O:32])[CH:19]=[CH:18][C:16]=3[N:17]=2)=[C:8]([OH:25])[C:7]([CH:26]([CH3:27])[CH3:28])=[N:6]1)[CH2:2][CH2:3][CH3:4] |f:2.3.4|. Procedure: To a solution of 2-Butyl-5-hydroxy-4-(7-hydroxy-1,1-dioxo-1,2-dihydro-1λ6-benzo[1,2,4]thiadiazin-3-yl)-6-isopropyl-2H-pyridazin-3-one (5f) (38.7 mg, 95.2 μmol) in anhydrous DMF (4 mL), 2-Bromo-acetamide (14.5 mg, 104.7 μmol) was added followed by K2CO3 (39.5 mg, 285.6 μmol). The resulted mixture was heated at 80° C. overnight with stirring. The reaction mixture was concentrated under reduced vacuum and the residue was purified by flash chromatography on silica gel to give the desired product (5g... The reactants are ClC=1C=CC=2NC3=CC=CC=C3OC2C1 (3-chlorophenoxazine), Cl.N1C=CCC1 (pyrroline hydrochloride). The product is Cl.ClC=1C=CC=2N(C3=CC=CC=C3OC2C1)C=1N(CCC1)C1=NCCC1 (3-CHLORO-10-[1-(1-PYRROLIN-2-YL)-2-PYRROLIN-2-YL]PHENOXAZINE HYDROCHLORIDE). As a reaction SMILES: [Cl:1][C:2]1[CH:3]=[CH:4][C:5]2[NH:6][C:7]3[C:12]([O:13][C:14]=2[CH:15]=1)=[CH:11][CH:10]=[CH:9][CH:8]=3.Cl.[NH:17]1[CH2:21][CH2:20][CH:19]=[CH:18]1>>[ClH:1].[Cl:1][C:2]1[CH:3]=[CH:4][C:5]2[N:6]([C:18]3[N:17]([C:18]4[CH2:19][CH2:20][CH2:21][N:17]=4)[CH2:21][CH2:20][CH:19]=3)[C:7]3[C:12]([O:13][C:14]=2[CH:15]=1)=[CH:11][CH:10]=[CH:9][CH:8]=3 |f:1.2,3.4|. Reported procedure: Reaction of 3-chlorophenoxazine with 2-chloro-(1-pyrrolin-;b 2-yl)pyrroline hydrochloride according to the procedure of Example 7 affords 3-CHLORO-10-[1-(1-PYRROLIN-2-YL)-2-PYRROLIN-2-YL]PHENOXAZINE HYDROCHLORIDE, m.p. 262.5°-270° C. (dec.) (corr.), from ethanol-ether. Starting materials: C(=O)OCC (ethyl formate), [Li+].CC(C)[N-]C(C)C (LDA), BrC=1C=NC=C(C1)Cl (3-bromo-5-chloro-pyridine), C(=O)(O)[O-].[Na+] (NaHCO3). The solvent is C1CCOC1 (THF), C1CCOC1 (THF), C1CCOC1 (THF). Run at temperature -78 celsius, time 30 minute. The product is BrC=1C=NC=C(C1C=O)Cl (3-bromo-5-chloro-pyridine-4-carbaldehyde). RXN SMILES: [Li+].CC([N-]C(C)C)C.[Br:9][C:10]1[CH:11]=[N:12][CH:13]=[C:14]([Cl:16])[CH:15]=1.[CH:17](OCC)=[O:18].C([O-])(O)=O.[Na+]>C1COCC1>[Br:9][C:10]1[CH:11]=[N:12][CH:13]=[C:14]([Cl:16])[C:15]=1[CH:17]=[O:18] |f:0.1,4.5|. Procedure: A solution of LDA (7.94 mL, 1.8 M in THF/heptane/ethylbenzene, 14.3 mmol) in anhydrous THF (30 mL) at −78° C. under Ar was treated dropwise with a solution of 3-bromo-5-chloro-pyridine (2.5 g, 13.0 mmol) in anhydrous THF (30 mL) The solution was stirred at −78° C. for 30 min, then a solution of ethyl formate (10.46 mL, 130 mmol) in anhydrous THF (30 mL) was added dropwise. The resulting solution was stirred at −78° C. for 1.5 h and then treated with saturated NaHCO3 with vigorous stirring. The q... Starting materials: ClC1=NC=NC2=CC(=C(C=C12)OC)OCC1CCN(CC1)CCS(=O)(=O)C (4-chloro-6-methoxy-7-((1-(2-methylsulphonylethyl)piperidin-4-yl)methoxy)quinazoline), OC1=CC=C2C=CC=NC2=C1 (7-hydroxyquinoline), C([O-])([O-])=O.[K+].[K+] (potassium carbonate). The solvent is CN(C)C=O (DMF). Run at temperature 100 celsius, time 2 hour. Yields the product COC=1C=C2C(=NC=NC2=CC1OCC1CCN(CC1)CCS(=O)(=O)C)OC1=CC=C2C=CC=NC2=C1 (6-methoxy-7-((1-(2-methylsulphonylethyl)piperidin-4-yl)methoxy)-4-(quinolin-7-yloxy)quinazoline). Yield: 75.2%. RXN SMILES: Cl[C:2]1[C:11]2[C:6](=[CH:7][C:8]([O:14][CH2:15][CH:16]3[CH2:21][CH2:20][N:19]([CH2:22][CH2:23][S:24]([CH3:27])(=[O:26])=[O:25])[CH2:18][CH2:17]3)=[C:9]([O:12][CH3:13])[CH:10]=2)[N:5]=[CH:4][N:3]=1.[OH:28][C:29]1[CH:38]=[C:37]2[C:32]([CH:33]=[CH:34][CH:35]=[N:36]2)=[CH:31][CH:30]=1.C(=O)([O-])[O-].[K+].[K+]>CN(C=O)C>[CH3:13][O:12][C:9]1[CH:10]=[C:11]2[C:6](=[CH:7][C:8]=1[O:14][CH2:15][CH:16]1[CH2:21][CH2:20][N:19]([CH2:22][CH2:23][S:24]([CH3:27])(=[O:26])=[O:25])[CH2:18][CH2:17]1)[N:5]=[CH:4][N:3]=[C:2]2[O:28][C:29]1[CH:38]=[C:37]2[C:32]([CH:33]=[CH:34][CH:35]=[N:36]2)=[CH:31][CH:30]=1 |f:2.3.4|. Procedure details: To a solution of 4-chloro-6-methoxy-7-((1-(2-methylsulphonylethyl)piperidin-4-yl)methoxy)quinazoline (115 mg, 0.28 mmol) and 7-hydroxyquinoline (50 mg, 0.33 mmol) in DMF (1.5 ml) was added potassium carbonate (60 mg, 0.42 mmol). The mixture was stirred for 2 hours at 100° C. After cooling, and removal of the volatiles by evaporation, the residue was partitioned between ethyl acetate and water. The organic layer was washed with water, brine, dried (MgSO4) and evaporated. The residue was purified ... The product is N#Cc1ccc2c(c1)OCCc1ccsc1-2. Reactants: Brc1ccc2c(c1)OCCc1ccsc1-2, CCOC(C)=O, N#C[Cu]C#N, CN(C)C=O. Reaction SMILES: [Br:1][c:2]1[cH:3][c:4]2[c:5]([cH:14][cH:15]1)-[c:6]1[s:7][cH:8][cH:9][c:10]1[CH2:11][CH2:12][O:13]2.[CH3:26][CH2:27][O:28][C:29]([CH3:30])=[O:31].[Cu:16]([C:17]#[N:18])[C:19]#[N:20].[O:21]=[CH:22][N:23]([CH3:24])[CH3:25]>>[c:2]1([C:17]#[N:18])[cH:3][c:4]2[c:5]([cH:14][cH:15]1)-[c:6]1[s:7][cH:8][cH:9][c:10]1[CH2:11][CH2:12][O:13]2.